Dataset: the Open Reaction Database (ORD), a public repository of structured organic reaction records. Task: describe an organic reaction: reactants, conditions, products, and yield The reactants are COC(C1=C(C=C(C=C1)OC)OC1=C(C=C(C=C1)C(F)(F)F)[N+](=O)[O-])=O (Methyl-2-(nitro-4-trifluoromethylphenoxy)-4-methoxybenzoate). The reagents and catalysts are [Pd] (palladium on carbon). The solvent is C(C)(=O)OCC (ethyl acetate). Run at time 4 hour. The product is NC1=C(OC2=C(C(=O)OC)C=CC(=C2)OC)C=CC(=C1)C(F)(F)F (Methyl 2-(2-amino-4-trifluoromethylphenoxy)-4-methoxybenzoate). Reaction SMILES: [CH3:1][O:2][C:3](=[O:26])[C:4]1[CH:9]=[CH:8][C:7]([O:10][CH3:11])=[CH:6][C:5]=1[O:12][C:13]1[CH:18]=[CH:17][C:16]([C:19]([F:22])([F:21])[F:20])=[CH:15][C:14]=1[N+:23]([O-])=O>C(OCC)(=O)C.[Pd]>[NH2:23][C:14]1[CH:15]=[C:16]([C:19]([F:20])([F:21])[F:22])[CH:17]=[CH:18][C:13]=1[O:12][C:5]1[CH:6]=[C:7]([O:10][CH3:11])[CH:8]=[CH:9][C:4]=1[C:3]([O:2][CH3:1])=[O:26]. Procedure: Methyl-2-(nitro-4-trifluoromethylphenoxy)-4-methoxybenzoate (21.65 g 0.058 mol) was dissolved in ethyl acetate and a palladium on carbon catalyst was added under argon. The mixture was hydrogenated in a parr bottle, at 50 psi, for 4 h The mixture was filtered through Celite® and washed with ethyl acetate and methanol. The solvent was evaporated and the residue flash chromatographed (silica gel, ethyl acetate/hexane) to yield the title compound. 1H NMR (250 MHz, CDCl3) δ7.92 (d, 1H), 7.03 (d, 1H)...